This data is from the Open Reaction Database (ORD), a public repository of structured organic reaction records. The task is: describe an organic reaction: reactants, conditions, products, and yield The reactants are BrCC1CCCCC1, O=C([O-])[O-], CN1CCCC1=O, COc1cc2sc(N)nc2cc1F, [K+], [K+]. The product is COc1cc2sc(NCC3CCCCC3)nc2cc1F. Reaction SMILES: [Br:14][CH2:15][CH:16]1[CH2:17][CH2:18][CH2:19][CH2:20][CH2:21]1.[C:22](=[O:23])([O-:24])[O-:25].[CH3:28][N:29]1[CH2:30][CH2:31][CH2:32][C:33]1=[O:34].[F:1][c:2]1[c:3]([O:12][CH3:13])[cH:4][c:5]2[c:6]([n:7][c:8]([NH2:10])[s:9]2)[cH:11]1.[K+:26].[K+:27]>>[F:1][c:2]1[c:3]([O:12][CH3:13])[cH:4][c:5]2[c:6]([n:7][c:8]([NH:10][CH2:15][CH:16]3[CH2:17][CH2:18][CH2:19][CH2:20][CH2:21]3)[s:9]2)[cH:11]1. Starting materials: Cl.NC=1SC(=C(N1)C)Br (2-amino-5-bromo-4-methylthiazole hydrochloride), SC1=NC=CC=C1 (2-mercaptopyridine), C([O-])([O-])=O.[K+].[K+] (potassium carbonate). Run in CN(C=O)C (N,N-dimethylformamide). Run at temperature 90 celsius. Yields the product NC=1SC(=C(N1)C)SC1=NC=CC=C1 (2-amino-4-methyl-5-(2-pyridylthio)thiazole). The yield is 48.0%. As a reaction SMILES: Cl.[NH2:2][C:3]1[S:4][C:5](Br)=[C:6]([CH3:8])[N:7]=1.[SH:10][C:11]1[CH:16]=[CH:15][CH:14]=[CH:13][N:12]=1.C(=O)([O-])[O-].[K+].[K+]>CN(C)C=O>[NH2:2][C:3]1[S:4][C:5]([S:10][C:11]2[CH:16]=[CH:15][CH:14]=[CH:13][N:12]=2)=[C:6]([CH3:8])[N:7]=1 |f:0.1,3.4.5|. Reported procedure: A mixture of 2-amino-5-bromo-4-methylthiazole hydrochloride (4.5 g), 2-mercaptopyridine (2.3 g) and potassium carbonate (7.0 g) in N,N-dimethylformamide (100 ml) was heated at 90° C. for 3 hours with stirring. The reaction mixture was concentrated under reduced pressure and water was added to this residue. The mixture was extracted with a mixture of tetrahydrofuran and ethyl acetate, washed with aqueous saturated sodium chloride and dried over magnesium sulfate. The solvent was concentrated unde...